This data is from the Open Reaction Database (ORD), a public repository of structured organic reaction records. The task is: describe an organic reaction: reactants, conditions, products, and yield Reactants: C=CCC1=C(C)CC(O)C1, Cc1cc(C(C)(C)C)c(O)c(C(C)(C)C)c1, CC(C)=CC1C(C(=O)Cl)C1(C)C, Cc1ccccc1, c1ccncc1. The product is C=CCC1=C(C)CC(OC(=O)C2C(C=C(C)C)C2(C)C)C1. As a reaction SMILES: [CH2:1]([CH:2]=[CH2:3])[C:4]1=[C:8]([CH3:9])[CH2:7][CH:6]([OH:10])[CH2:5]1.[CH3:11][c:12]1[cH:13][c:14]([C:15]([CH3:16])([CH3:17])[CH3:18])[c:19]([OH:20])[c:21]([C:22]([CH3:23])([CH3:24])[CH3:25])[cH:26]1.[CH3:33][C:34]1([CH3:44])[CH:35]([C:41](=[O:42])[Cl:43])[CH:36]1[CH:37]=[C:38]([CH3:39])[CH3:40].[CH3:45][c:46]1[cH:47][cH:48][cH:49][cH:50][cH:51]1.[cH:27]1[cH:28][cH:29][n:30][cH:31][cH:32]1>>[CH2:1]([CH:2]=[CH2:3])[C:4]1=[C:8]([CH3:9])[CH2:7][CH:6]([O:10][C:41]([CH:35]2[C:34]([CH3:33])([CH3:44])[CH:36]2[CH:37]=[C:38]([CH3:39])[CH3:40])=[O:42])[CH2:5]1. Reactants: CCN(C(C)C)C(C)C, COC(=O)C(O)Cc1ccc(O)c(Br)c1, C[Si](C)(C)CCOCCl, ClCCl. The product is COC(=O)C(O)Cc1ccc(OCOCC[Si](C)(C)C)c(Br)c1. Reaction SMILES: [CH2:1]([N:2]([CH:3]([CH3:4])[CH3:5])[CH:6]([CH3:7])[CH3:8])[CH3:9].[CH3:10][O:11][C:12]([CH:13]([CH2:14][c:15]1[cH:16][c:17]([Br:22])[c:18]([OH:21])[cH:19][cH:20]1)[OH:23])=[O:24].[Cl:25][CH2:26][O:27][CH2:28][CH2:29][Si:30]([CH3:31])([CH3:32])[CH3:33].[Cl:34][CH2:35][Cl:36]>>[CH3:10][O:11][C:12]([CH:13]([CH2:14][c:15]1[cH:16][c:17]([Br:22])[c:18]([O:21][CH2:26][O:27][CH2:28][CH2:29][Si:30]([CH3:31])([CH3:32])[CH3:33])[cH:19][cH:20]1)[OH:23])=[O:24].